Dataset: the Open Reaction Database (ORD), a public repository of structured organic reaction records. Task: describe an organic reaction: reactants, conditions, products, and yield Starting materials: BrCc1ccccc1, O=C([O-])[O-], [Cs+], [Cs+], CN(C)C=O, O, O=Cc1cc(Br)ccc1O. Product: O=Cc1cc(Br)ccc1OCc1ccccc1. As a reaction SMILES: [Br:1][CH2:2][c:3]1[cH:4][cH:5][cH:6][cH:7][cH:8]1.[C:9](=[O:10])([O-:11])[O-:12].[Cs+:13].[Cs+:14].[O:25]=[CH:26][N:27]([CH3:28])[CH3:29].[OH2:30].[OH:15][c:16]1[c:17]([CH:18]=[O:19])[cH:20][c:21]([Br:24])[cH:22][cH:23]1>>[CH2:2]([c:3]1[cH:4][cH:5][cH:6][cH:7][cH:8]1)[O:15][c:16]1[c:17]([CH:18]=[O:19])[cH:20][c:21]([Br:24])[cH:22][cH:23]1. Reported procedure: Following the general method as outlined in Example 22, starting from (2S,4EZ)-1-(tert-butoxycarbonyl)-4-(methoxyimino)-2-pyrrolidinecarboxylic acid, 2′-methoxy[1,1′-biphenyl]-4-carboxylic acid, and [(1R,2R)-2-aminocyclohexyl]methanol, the title compound was obtained in 68% purity by HPLC. MS(ESI+): m/z=480. The reactants are C(C)(C)(C)OC(=O)N1[C@@H](CC(C1)=NOC)C(=O)O ((2S,4EZ)-1-(tert-butoxycarbonyl)-4-(methoxyimino)-2-pyrrolidinecarboxylic acid), COC1=C(C=CC=C1)C1=CC=C(C=C1)C(=O)O (2′-methoxy[1,1′-biphenyl]-4-carboxylic acid), N[C@H]1[C@@H](CCCC1)CO ([(1R,2R)-2-aminocyclohexyl]methanol). RXN SMILES: C(O[C:6]([N:8]1[CH2:12][C:11](=[N:13][O:14][CH3:15])[CH2:10][C@H:9]1[C:16]([OH:18])=O)=[O:7])(C)(C)C.[CH3:19][O:20][C:21]1[CH:26]=[CH:25][CH:24]=[CH:23][C:22]=1[C:27]1[CH:32]=[CH:31][C:30](C(O)=O)=[CH:29][CH:28]=1.[NH2:36][C@@H:37]1[CH2:42][CH2:41][CH2:40][CH2:39][C@H:38]1[CH2:43][OH:44]>>[OH:44][CH2:43][C@@H:38]1[CH2:39][CH2:40][CH2:41][CH2:42][C@H:37]1[NH:36][C:16]([C@@H:9]1[CH2:10][C:11](=[N:13][O:14][CH3:15])[CH2:12][N:8]1[C:6]([C:30]1[CH:29]=[CH:28][C:27]([C:22]2[CH:23]=[CH:24][CH:25]=[CH:26][C:21]=2[O:20][CH3:19])=[CH:32][CH:31]=1)=[O:7])=[O:18]. The product is OC[C@H]1[C@@H](CCCC1)NC(=O)[C@H]1N(CC(C1)=NOC)C(=O)C1=CC=C(C=C1)C1=C(C=CC=C1)OC ((2S,4EZ)-N-[(1R,2R)-2-(hydroxymethyl)cyclohexyl]-1-[(2′-methoxy[1,1′-biphenyl]-4-yl)carbonyl]-4-(methoxyimino)-2-pyrrolidinecarboxamide). The reactants are [BH4-], CN(c1cccc2cc(C3=NCC(CC=O)S3)[nH]c12)S(=O)(=O)c1cccs1, CO, CCOC(C)=O, NCCO, [Na+]. Yields the product CN(c1cccc2cc(C3=NCC(CCNCCO)S3)[nH]c12)S(=O)(=O)c1cccs1. Reaction SMILES: [BH4-:32].[CH3:1][N:2]([S:3](=[O:4])(=[O:5])[c:6]1[s:7][cH:8][cH:9][cH:10]1)[c:11]1[cH:12][cH:13][cH:14][c:15]2[cH:16][c:17]([C:20]3=[N:24][CH2:23][CH:22]([CH2:25][CH:26]=[O:27])[S:21]3)[nH:18][c:19]12.[CH3:34][OH:35].[CH3:36][CH2:37][O:38][C:39](=[O:40])[CH3:41].[NH2:28][CH2:29][CH2:30][OH:31].[Na+:33]>>[CH3:1][N:2]([S:3](=[O:4])(=[O:5])[c:6]1[s:7][cH:8][cH:9][cH:10]1)[c:11]1[cH:12][cH:13][cH:14][c:15]2[cH:16][c:17]([C:20]3=[N:24][CH2:23][CH:22]([CH2:25][CH2:26][NH:28][CH2:29][CH2:30][OH:31])[S:21]3)[nH:18][c:19]12. Starting materials: C1(=CC=CC=C1)NC(=O)C=1C(=NC2=CC(=CC=C2C1)OC)NC1=C(C=CC=C1)Cl (2-(2-Chloro-phenylamino)-7-methoxy-quinoline-3-carboxylic acid phenylamide), B(Br)(Br)Br (BBr3). Solvent: C(Cl)Cl (CH2Cl2), C(Cl)Cl (CH2Cl2), C(Cl)Cl (CH2Cl2). Conditions: temperature -78 celsius, time 5 day. The product is C1(=CC=CC=C1)NC(=O)C=1C(=NC2=CC(=CC=C2C1)O)NC1=C(C=CC=C1)Cl (2-(2-Chloro-phenylamino)-7-hydroxy-quinoline-3-carboxylic acid phenylamide). As a reaction SMILES: [C:1]1([NH:7][C:8]([C:10]2[C:11]([NH:22][C:23]3[CH:28]=[CH:27][CH:26]=[CH:25][C:24]=3[Cl:29])=[N:12][C:13]3[C:18]([CH:19]=2)=[CH:17][CH:16]=[C:15]([O:20]C)[CH:14]=3)=[O:9])[CH:6]=[CH:5][CH:4]=[CH:3][CH:2]=1.B(Br)(Br)Br>C(Cl)Cl>[C:1]1([NH:7][C:8]([C:10]2[C:11]([NH:22][C:23]3[CH:28]=[CH:27][CH:26]=[CH:25][C:24]=3[Cl:29])=[N:12][C:13]3[C:18]([CH:19]=2)=[CH:17][CH:16]=[C:15]([OH:20])[CH:14]=3)=[O:9])[CH:2]=[CH:3][CH:4]=[CH:5][CH:6]=1. Procedure details: 2-(2-Chloro-phenylamino)-7-methoxy-quinoline-3-carboxylic acid phenylamide (404 mg, 1.0 mmol) was dissolved in dry CH2Cl2 (5 ml). After cooling to −78° C., 1.0 N BBr3 (5.0 ml, 5.0 mmol) in CH2Cl2 was dropped into the above solution over 5 min. The reaction mixture was allowed to warm to room temperature over 1 hr and stirred for 5 days. CH2Cl2 was added to extract the reaction mixture, and washed with water, saturated brine and then dried with magnesium sulfate. After evaporating the solvent und...